Dataset: the Open Reaction Database (ORD), a public repository of structured organic reaction records. Task: describe an organic reaction: reactants, conditions, products, and yield Starting materials: O (water), NC1=C(C(C1=O)=O)NCCCOC1=CC(=CC=C1)C=O (1-amino-2-[3-(3-formylphenoxy)propylamino]-1-cyclobutene-3,4-dione), C(=O)O (Formic acid), N1CCCCC1 (piperidine). Solvent: C1(=CC=CC=C1)C (toluene). Conditions: temperature 65 celsius. Yields the product NC1=C(C(C1=O)=O)NCCCOC1=CC(=CC=C1)CN1CCCCC1 (1-Amino-2-[3-(3-piperidinomethylphenoxy)propylamino]-1-cyclobutene-3,4-dione). Yield: 62.8%. As a reaction SMILES: [NH2:1][C:2]1[C:5](=[O:6])[C:4](=[O:7])[C:3]=1[NH:8][CH2:9][CH2:10][CH2:11][O:12][C:13]1[CH:18]=[CH:17][CH:16]=[C:15]([CH:19]=O)[CH:14]=1.[NH:21]1[CH2:26][CH2:25][CH2:24][CH2:23][CH2:22]1.C(O)=O.O>C1(C)C=CC=CC=1>[NH2:1][C:2]1[C:5](=[O:6])[C:4](=[O:7])[C:3]=1[NH:8][CH2:9][CH2:10][CH2:11][O:12][C:13]1[CH:18]=[CH:17][CH:16]=[C:15]([CH2:19][N:21]2[CH2:26][CH2:25][CH2:24][CH2:23][CH2:22]2)[CH:14]=1. Procedure: A suspension of 1-amino-2-[3-(3-formylphenoxy)propylamino]-1-cyclobutene-3,4-dione (6.0 g, 21.8 mmole) in 150 mL of toluene was treated with piperidine (4.3 mL, 3.7 g, 43.6 mmole) and the mixture was heated to 65° C., and then cooled to about 30° C. Formic acid (2.2 mL of 95% aqueous formic acid containing 2.5 g formic acid, 55.4 mmole) was added. The mixture was heated to reflux temperature and the water formed was collected by azeotropic distillation. When the distillate became clear and gas e...